This data is from the Open Reaction Database (ORD), a public repository of structured organic reaction records. The task is: describe an organic reaction: reactants, conditions, products, and yield Starting materials: C(C)S(=O)(=O)C1=NNC=N1 (3-ethylsulphonyl-1,2,4-triazole), C(CC)N(C(=O)Cl)CCC (dipropylcarbamoyl chloride). The product is C(CC)N(C(=O)N1N=C(N=C1)S(=O)(=O)CC)CCC (1-dipropylcarbamoyl-3-ethylsulphonyl-1,2,4-triazole). As a reaction SMILES: [CH2:1]([S:3]([C:6]1[N:10]=[CH:9][NH:8][N:7]=1)(=[O:5])=[O:4])[CH3:2].[CH2:11]([N:14]([CH2:18][CH2:19][CH3:20])[C:15](Cl)=[O:16])[CH2:12][CH3:13]>>[CH2:11]([N:14]([CH2:18][CH2:19][CH3:20])[C:15]([N:8]1[CH:9]=[N:10][C:6]([S:3]([CH2:1][CH3:2])(=[O:5])=[O:4])=[N:7]1)=[O:16])[CH2:12][CH3:13]. Procedure details: In an analogous manner to that described in Example 20, 3-ethylsulphonyl-1,2,4-triazole was reacted with dipropylcarbamoyl chloride to give 1-dipropylcarbamoyl-3-ethylsulphonyl-1,2,4-triazole, m.p. 44° - 45° C. Elemental analysis satisfactory.